From a dataset of the Open Reaction Database (ORD), a public repository of structured organic reaction records. describe an organic reaction: reactants, conditions, products, and yield Starting materials: O=C(OOC(=O)c1ccccc1)c1ccccc1, ClC(Cl)(Cl)Cl, CCOC(=O)c1ccccc1-c1ccc(C)cn1, O=C1CCC(=O)N1Br. Yields the product CCOC(=O)c1ccccc1-c1ccc(CBr)cn1. RXN SMILES: [C:27]([O:28][O:29][C:30](=[O:31])[c:32]1[cH:33][cH:34][cH:35][cH:36][cH:37]1)(=[O:38])[c:39]1[cH:40][cH:41][cH:42][cH:43][cH:44]1.[C:45]([Cl:46])([Cl:47])([Cl:48])[Cl:49].[CH3:1][c:2]1[cH:3][cH:4][c:5](-[c:8]2[c:9]([C:10](=[O:11])[O:12][CH2:13][CH3:14])[cH:15][cH:16][cH:17][cH:18]2)[n:6][cH:7]1.[O:19]=[C:20]1[N:21]([Br:26])[C:22](=[O:23])[CH2:24][CH2:25]1>>[CH2:1]([c:2]1[cH:3][cH:4][c:5](-[c:8]2[c:9]([C:10](=[O:11])[O:12][CH2:13][CH3:14])[cH:15][cH:16][cH:17][cH:18]2)[n:6][cH:7]1)[Br:26]. Starting materials: NC1=C(CC2=NNC(=N2)C(=O)OCC)C=CC=C1 (3-(o-aminobenzyl)-5-ethoxycarbonyl-1,2,4-triazole), C(=O)(N1C=NC=C1)N1C=NC=C1 (1,1'-carbonyldimidazole). Solvent: C(Cl)Cl (methylene chloride). Conditions: time 2 day. Product: C(C)OC(=O)C=1N=C2N(C(NC3=C(C2)C=CC=C3)=O)N1 (2-ethoxycarbonyl-11H-1,2,4-triazolo[2,3-c][1,3]benzodiazepine-5(6H)-one), intermediate 6/b. As a reaction SMILES: [NH2:1][C:2]1[CH:18]=[CH:17][CH:16]=[CH:15][C:3]=1[CH2:4][C:5]1[N:9]=[C:8]([C:10]([O:12][CH2:13][CH3:14])=[O:11])[NH:7][N:6]=1.[C:19](N1C=CN=C1)(N1C=CN=C1)=[O:20]>C(Cl)Cl>[CH2:13]([O:12][C:10]([C:8]1[N:9]=[C:5]2[CH2:4][C:3]3[CH:15]=[CH:16][CH:17]=[CH:18][C:2]=3[NH:1][C:19](=[O:20])[N:6]2[N:7]=1)=[O:11])[CH3:14]. Procedure: A mixture of 13.96 g of 3-(o-aminobenzyl)-5-ethoxycarbonyl-1,2,4-triazole, 410 ml of methylene chloride and 9.19 g of 1,1'-carbonyldimidazole is stirred at room temperature for 2 days and filtered. The filtrate is washed with water, dried over magnesium sulfate, decolorized with charcoal, evaporated to a small volume and diluted with ether. The product is filtered off and recrystallized from tetrahydrofuran to give 2-ethoxycarbonyl-11H-1,2,4-triazolo[2,3-c][1,3]benzodiazepine-5(6H)-one, m.p. 216... The reactants are OC(CC(=O)OC)CC(C=C)O (β,δ-dihydroxy-6-heptenoic acid, methyl ester), C12(C(=O)CC(CC1)C2(C)C)CS(=O)(=O)O (Camphorsulfonic acid). Solvent: ClCCl (dichloromethane), COC(C)(C)OC (2,2-dimethoxypropane). Reaction conditions: time 8 hour. Yields the product C(=C)C1CC(OC(O1)(C)C)CC(=O)OC (6-ethenyl-2,2-dimethyl-1,3-dioxane-4- acetic acid, methyl ester). As a reaction SMILES: [OH:1][CH:2]([CH2:8][CH:9]([OH:12])[CH:10]=[CH2:11])[CH2:3][C:4]([O:6][CH3:7])=[O:5].[C:13]12(CS(O)(=O)=O)C(C)(C)C(C[CH2:19]1)C[C:14]2=O>ClCCl.COC(OC)(C)C>[CH:10]([CH:9]1[O:12][C:13]([CH3:19])([CH3:14])[O:1][CH:2]([CH2:3][C:4]([O:6][CH3:7])=[O:5])[CH2:8]1)=[CH2:11]. Procedure details: The crude β,δ-dihydroxy-6-heptenoic acid, methyl ester from the previous step was dissolved in a mixture of 30 ml of dichloromethane and 10 ml of 2,2-dimethoxypropane. Camphorsulfonic acid (0.05 g) was added, and the mixture was stirred overnight. Concentration of the reaction mixture and flashchromatography of the residue yielded 1.1 g of 6-ethenyl-2,2-dimethyl-1,3-dioxane-4- acetic acid, methyl ester which was employed in the subsequent step without further purification.